Dataset: the Open Reaction Database (ORD), a public repository of structured organic reaction records. Task: describe an organic reaction: reactants, conditions, products, and yield The reactants are O (water), C(C)(=O)O (acetic acid), ONC(=N)C=1C=C(C=CC1)NC(C(=O)NC1=CC=C(C=C1)N1CCOCC1)C1=CC=CC=C1 (2-[3-(N-hydroxyamidino)phenylamino]-N-(4-morpholin-4-ylphenyl)-2-phenylacetamide). Solvent: CO (methanol). Reaction conditions: time 18 hour. The product is C(N)(=N)C=1C=C(C=CC1)NC(C(=O)NC1=CC=C(C=C1)N1CCOCC1)C1=CC=CC=C1 (2-(3-amidinophenylamino)-N-(4-morpholin-4-ylphenyl)-2-phenylacetamide), CC(=O)CC(=O)CC(=O)O (triacetate). RXN SMILES: [OH2:1].[C:2]([OH:5])(=[O:4])[CH3:3].O[NH:7][C:8]([C:10]1[CH:11]=[C:12]([NH:16][CH:17]([C:33]2[CH:38]=[CH:37][CH:36]=[CH:35][CH:34]=2)[C:18]([NH:20][C:21]2[CH:26]=[CH:25][C:24]([N:27]3[CH2:32][CH2:31][O:30][CH2:29][CH2:28]3)=[CH:23][CH:22]=2)=[O:19])[CH:13]=[CH:14][CH:15]=1)=[NH:9]>CO>[C:8]([C:10]1[CH:11]=[C:12]([NH:16][CH:17]([C:33]2[CH:38]=[CH:37][CH:36]=[CH:35][CH:34]=2)[C:18]([NH:20][C:21]2[CH:26]=[CH:25][C:24]([N:27]3[CH2:28][CH2:29][O:30][CH2:31][CH2:32]3)=[CH:23][CH:22]=2)=[O:19])[CH:13]=[CH:14][CH:15]=1)(=[NH:7])[NH2:9].[CH3:38][C:33]([CH2:17][C:18]([CH2:3][C:2]([OH:5])=[O:4])=[O:19])=[O:1]. Procedure details: 500 mg of water-moist Raney nickel and 0.1 ml of acetic acid are added to a solution of 150 mg (0.337 mmol) of 2-[3-(N-hydroxyamidino)phenylamino]-N-(4-morpholin-4-ylphenyl)-2-phenylacetamide in 5 ml of methanol, and the mixture is hydrogenated at room temperature and atmospheric pressure for 18 hours. The reaction mixture is filtered, and the residue is evaporated, giving 2-(3-amidinophenylamino)-N-(4-morpholin-4-ylphenyl)-2-phenylacetamide, triacetate, ESI 430; IC50 (Xa)=3.4×10−8 M; IC50 (VIIa...